From a dataset of the Open Reaction Database (ORD), a public repository of structured organic reaction records. describe an organic reaction: reactants, conditions, products, and yield Starting materials: ClC1=C2C(=NC=C1)C=C(O2)C2=CC=C(C=C2)C(=O)N2CCCC2 (7-chloro-2-[4-(pyrrolidin-1-ylcarbonyl)phenyl]furo[3,2-b]pyridine), CC1=C(N)C=CC=C1B1OC(C(O1)(C)C)(C)C (2-methyl-3-(4,4,5,5-tetramethyl-1,3,2-dioxaborolan-2-yl)aniline). The product is CC1=C(N)C=CC=C1C1=C2C(=NC=C1)C=C(O2)C2=CC=C(C=C2)C(=O)N2CCCC2 (2-Methyl-3-{2-[4-(pyrrolidin-1-ylcarbonyl)phenyl]furo[3,2-b]pyridin-7-yl}aniline). Reaction SMILES: Cl[C:2]1[CH:7]=[CH:6][N:5]=[C:4]2[CH:8]=[C:9]([C:11]3[CH:16]=[CH:15][C:14]([C:17]([N:19]4[CH2:23][CH2:22][CH2:21][CH2:20]4)=[O:18])=[CH:13][CH:12]=3)[O:10][C:3]=12.[CH3:24][C:25]1[C:31](B2OC(C)(C)C(C)(C)O2)=[CH:30][CH:29]=[CH:28][C:26]=1[NH2:27]>>[CH3:24][C:25]1[C:31]([C:2]2[CH:7]=[CH:6][N:5]=[C:4]3[CH:8]=[C:9]([C:11]4[CH:16]=[CH:15][C:14]([C:17]([N:19]5[CH2:23][CH2:22][CH2:21][CH2:20]5)=[O:18])=[CH:13][CH:12]=4)[O:10][C:3]=23)=[CH:30][CH:29]=[CH:28][C:26]=1[NH2:27]. Procedure: The compound was synthesized according to the procedure K using 7-chloro-2-[4-(pyrrolidin-1-ylcarbonyl)phenyl]furo[3,2-b]pyridine and 2-methyl-3-(4,4,5,5-tetramethyl-1,3,2-dioxaborolan-2-yl)aniline. The reactants are CN(C(=O)C=1C=C(C=CC1F)C1NC=2C=CC=C(C2C(C1C=1N(C=CN1)C)=O)C(=O)OCC)C (ethyl 2-(3-(dimethylcarbamoyl)-4-fluorophenyl)-3-(1-methyl-1H-imidazol-2-yl)-4-oxo-1,2,3,4-tetrahydroquinoline-5-carboxylate), O.NN (hydrazine monohydrate). Solvent: CO (methanol). Conditions: time 4 hour. Yields the product FC1=C(C(=O)N(C)C)C=C(C=C1)C1C(C2=NNC(C=3C=CC=C(C23)N1)=O)C=1N(C=CN1)C (2-Fluoro-N,N-dimethyl-5-(9-(1-methyl-1H-imidazol-2-yl)-3-oxo-3,7,8,9-tetrahydro-2H-pyrido[4,3,2-de]phthalazin-8-yl)benzamide). Yield: 30.0%. As a reaction SMILES: [CH3:1][N:2]([CH3:34])[C:3]([C:5]1[CH:6]=[C:7]([CH:12]2[CH:21]([C:22]3[N:23]([CH3:27])[CH:24]=[CH:25][N:26]=3)[C:20](=O)[C:19]3[C:18]([C:29]([O:31]CC)=O)=[CH:17][CH:16]=[CH:15][C:14]=3[NH:13]2)[CH:8]=[CH:9][C:10]=1[F:11])=[O:4].O.[NH2:36][NH2:37]>CO>[F:11][C:10]1[CH:9]=[CH:8][C:7]([CH:12]2[NH:13][C:14]3[C:19]4[C:20](=[N:36][NH:37][C:29](=[O:31])[C:18]=4[CH:17]=[CH:16][CH:15]=3)[CH:21]2[C:22]2[N:23]([CH3:27])[CH:24]=[CH:25][N:26]=2)=[CH:6][C:5]=1[C:3]([N:2]([CH3:1])[CH3:34])=[O:4] |f:1.2|. Procedure: A mixture of compound ethyl 2-(3-(dimethylcarbamoyl)-4-fluorophenyl)-3-(1-methyl-1H-imidazol-2-yl)-4-oxo-1,2,3,4-tetrahydroquinoline-5-carboxylate (130 mg) in hydrazine monohydrate (85%, 2 mL) and methanol (5 mL) was stirred at room temperature for 4 h. The resulting mixture was filtered and washed with water (20 ml) and methanol (5 ml) to obtain a white solid. The solid was dried in vacuum at 50° C. to obtain the title compound (30.0 mg, yield 30%). 1H-NMR (400 MHz, DMSO-d6) δ (ppm): 2.72 (s, 3... Reactants: C(CCC)[Li] (n-butyllithium), BrC1=CC2=CC=CC=C2C=C1 (2-bromonaphthalene), CN1C2CCC1CC(=O)C2 (3-tropinone). The solvent is O1CCCC1 (tetrahydrofuran), O1CCCC1 (tetrahydrofuran). Reaction conditions: temperature -78 celsius, time 2 hour. Product: OC1(CC2CCC(C1)N2C)C2=CC1=CC=CC=C1C=C2 (3-hydroxy-3-(naphth-2-yl)-8-methyl-8-azabicyclo[3.2.1]octane). Yield: 49.7%. Reaction SMILES: Br[C:2]1[CH:11]=[CH:10][C:9]2[C:4](=[CH:5][CH:6]=[CH:7][CH:8]=2)[CH:3]=1.C([Li])CCC.[CH3:17][N:18]1[CH:22]2[CH2:23][C:24]([CH2:26][CH:19]1[CH2:20][CH2:21]2)=[O:25]>O1CCCC1>[OH:25][C:24]1([C:2]2[CH:11]=[CH:10][C:9]3[C:4](=[CH:5][CH:6]=[CH:7][CH:8]=3)[CH:3]=2)[CH2:23][CH:22]2[N:18]([CH3:17])[CH:19]([CH2:20][CH2:21]2)[CH2:26]1. Procedure: A solution of 5.0 gm (24.1 mMol) 2-bromonaphthalene in 80 mL tetrahydrofuran was cooled to -78° C. To this solution was then added 15.8 mL (25.3 mMol) n-butyllithium (1.6M in tetrahydrofuran) followed by a solution of 4.03 gm (29 mMol) 3-tropinone in 35 mL tetrahydrofuran. The reaction mixture was stirred at -78° C. for 2 hours and was then allowed to warm gradually to room temperature. The reaction mixture quenched by the addition of saturated aqueous ammonium chloride. The resulting mixture wa... Reactants: C1(C=CC(C2=CC=CC=C12)=O)=O (1,4-naphthoquinone), CC=1NC=C(C1CC)C (2,4-dimethyl-3-ethylpyrrole), O (water). The solvent is ClCCl (dichloromethane), C(C)(=O)O (acetic acid). The product is C(C)C=1C(=C(NC1C)C=1C(C2=CC=CC=C2C(C1)=O)=O)C (2-(4-ethyl-3,5-dimethyl-1H-pyrrol-2-yl)-[1,4]-naphthoquinone). The yield is 80.0%. Reaction SMILES: [C:1]1(=[O:12])[C:10]2[C:5](=[CH:6][CH:7]=[CH:8][CH:9]=2)[C:4](=[O:11])[CH:3]=[CH:2]1.[CH3:13][C:14]1[NH:15][CH:16]=[C:17]([CH3:21])[C:18]=1[CH2:19][CH3:20].O>C(O)(=O)C.ClCCl>[CH2:19]([C:18]1[C:17]([CH3:21])=[C:16]([C:3]2[C:4](=[O:11])[C:5]3[C:10]([C:1](=[O:12])[CH:2]=2)=[CH:9][CH:8]=[CH:7][CH:6]=3)[NH:15][C:14]=1[CH3:13])[CH3:20]. Procedure details: 6.32 millimol of 1,4-naphthoquinone and 3.16 millimol of 2,4-dimethyl-3-ethylpyrrole were stirred in 20 ml of glacial acetic acid in a round-bottomed flask for 10 minutes at room temperature. The reaction mixture was diluted with 300 ml of dichloromethane and the resulting mixture was then poured into a large volume of water (300 ml). The organic phase was then separated out and washed four times with 100 ml of water and finally with saturated aqueous NaCl solution. The resulting organic phase w... Starting materials: FC1=C(C=CC=C1)C(C(Br)C1=CC=C(C=C1)SC)=O (1-(2-fluorophenyl)-2-(4-methylthiophenyl)-2-bromo-ethanone), ClC1=C(C(=S)N)C=CC=C1 (2-chlorothiobenzamide), CO (methanol). The solvent is C(C)O (ethanol). Yields the product ClC1=C(C=CC=C1)C=1SC(=C(N1)C1=C(C=CC=C1)F)C1=CC=C(C=C1)SC (2-(2-chlorophenyl)-4-(2-fluorophenyl)-5-(4-methylthiophenyl) thiazole). Isolated yield 79.3%. Reaction SMILES: [F:1][C:2]1[CH:7]=[CH:6][CH:5]=[CH:4][C:3]=1[C:8](=O)[CH:9]([C:11]1[CH:16]=[CH:15][C:14]([S:17][CH3:18])=[CH:13][CH:12]=1)Br.[Cl:20][C:21]1[CH:29]=[CH:28][CH:27]=[CH:26][C:22]=1[C:23]([NH2:25])=[S:24].CO>C(O)C>[Cl:20][C:21]1[CH:29]=[CH:28][CH:27]=[CH:26][C:22]=1[C:23]1[S:24][C:9]([C:11]2[CH:16]=[CH:15][C:14]([S:17][CH3:18])=[CH:13][CH:12]=2)=[C:8]([C:3]2[CH:4]=[CH:5][CH:6]=[CH:7][C:2]=2[F:1])[N:25]=1. Procedure: A solution of 1-(2-fluorophenyl)-2-(4-methylthiophenyl)-2-bromo-ethanone from Step 3 (1.39 g, 4.1 mmol) and 2-chlorothiobenzamide (0.71 g, 4.1 mmol) in 10 mL of ethanol was heated to reflux for 4.4 hours. The solution was cooled to room temperature and poured into 25 mL of methanol, chilled with an ice bath whereupon crystals of pure product formed which were isolated by filtration and air dried to afford the thiazole (1.34 g, 79%): mp 117°-119° C. 1H NMR (CDCl3) 300 MHz 8.37 (m, 1H), 7.62 (m, 2... Reactants: CC=CCO, Cl, O, c1ccccc1. Product: CC(CCO)c1ccccc1. As a reaction SMILES: [CH3:1][CH:2]=[CH:3][CH2:4][OH:5].[ClH:6].[OH2:7].[cH:8]1[cH:9][cH:10][cH:11][cH:12][cH:13]1>>[CH3:1][CH:2]([CH2:3][CH2:4][OH:5])[c:8]1[cH:9][cH:10][cH:11][cH:12][cH:13]1. Reactants: 71B, NC1=C2C(C(=O)OC2=O)=CC=C1OC (3-amino-4-methoxy-phthalic anhydride), C(C)OC=1C=C(C=CC1OC)[C@@H](CS(=O)(=O)C)N ((S)-1-(3-ethoxy-4-methoxy-phenyl)-2-methanesulfonyl-ethylamine). Run in C(C)(=O)O (acetic acid). Product: NC1=C2C(C(=O)OC2=O)=CC=C1OC (3-Amino-4-methoxy-phthalic anhydride), NC1=C2C(N(C(C2=CC=C1OC)=O)[C@H](CS(=O)(=O)C)C1=CC(=C(C=C1)OC)OCC)=O ((S)-4-amino-2-[1-(3-ethoxy-4-methoxy-phenyl)-2-methanesulfonyl-ethyl]-5-methoxy-isoindole-1,3-dione). RXN SMILES: [NH2:1][C:2]1[C:12]([O:13][CH3:14])=[CH:11][CH:10]=[C:4]2[C:5]([O:7][C:8](=[O:9])[C:3]=12)=[O:6].[CH2:15]([O:17][C:18]1[CH:19]=[C:20]([C@H:26]([NH2:32])[CH2:27][S:28]([CH3:31])(=[O:30])=[O:29])[CH:21]=[CH:22][C:23]=1[O:24][CH3:25])[CH3:16]>C(O)(=O)C>[NH2:1][C:2]1[C:12]([O:13][CH3:14])=[CH:11][CH:10]=[C:4]2[C:5]([O:7][C:8](=[O:9])[C:3]=12)=[O:6].[NH2:1][C:2]1[C:12]([O:13][CH3:14])=[CH:11][CH:10]=[C:4]2[C:3]=1[C:8](=[O:9])[N:32]([C@@H:26]([C:20]1[CH:21]=[CH:22][C:23]([O:24][CH3:25])=[C:18]([O:17][CH2:15][CH3:16])[CH:19]=1)[CH2:27][S:28]([CH3:31])(=[O:30])=[O:29])[C:5]2=[O:7]. Reported procedure: 3-Amino-4-methoxy-phthalic anhydride is prepared according to a procedure based on Rudolf Grewe (Berichte der Deutschen Chemischen Gesellschaft [Abteilung] B: Abhandlungen (1938), 71B 907-11). A stirred mixture of 3-amino-4-methoxy-phthalic anhydride (1 mmol) and (S)-1-(3-ethoxy-4-methoxy-phenyl)-2-methanesulfonyl-ethylamine (1 mmol) in acetic acid is heated to reflux overnight. The solvent is removed in vacuo. The residue is extracted with water and ethyl acetate. The organic layer is dried ove...